This data is from the Open Reaction Database (ORD), a public repository of structured organic reaction records. The task is: describe an organic reaction: reactants, conditions, products, and yield The reactants are CS(=O)(=O)Cl, O=C(C(CO)c1ccccc1)N1CCC(=C2c3ccc(Cl)cc3CCc3cccnc32)CC1, c1ccncc1. Product: CS(=O)(=O)OCC(C(=O)N1CCC(=C2c3ccc(Cl)cc3CCc3cccnc32)CC1)c1ccccc1. As a reaction SMILES: [CH3:34][S:35]([Cl:36])(=[O:37])=[O:38].[Cl:1][c:2]1[cH:3][cH:4][c:5]2[c:6]([cH:33]1)[CH2:7][CH2:8][c:9]1[c:10]([n:11][cH:12][cH:13][cH:14]1)[C:15]2=[C:16]1[CH2:17][CH2:18][N:19]([C:22](=[O:23])[CH:24]([CH2:25][OH:26])[c:27]2[cH:28][cH:29][cH:30][cH:31][cH:32]2)[CH2:20][CH2:21]1.[cH:39]1[cH:40][cH:41][n:42][cH:43][cH:44]1>>[Cl:1][c:2]1[cH:3][cH:4][c:5]2[c:6]([cH:33]1)[CH2:7][CH2:8][c:9]1[c:10]([n:11][cH:12][cH:13][cH:14]1)[C:15]2=[C:16]1[CH2:17][CH2:18][N:19]([C:22](=[O:23])[CH:24]([CH2:25][O:26][S:35]([CH3:34])(=[O:37])=[O:38])[c:27]2[cH:28][cH:29][cH:30][cH:31][cH:32]2)[CH2:20][CH2:21]1. Starting materials: C(=O)(C(F)(F)F)O (TFA), C(C)(C)(C)OC(=O)N1[C@@H](CCC1)C=1NC=C(N1)C1=CC=C(C=C1)C1=CC=C(C=C1)C#CC1=CN=C(N1)[C@H]1N(CCC1)C(=O)OC(C)(C)C ((S)-tert-butyl 2-(5-((4′-(2-((S)-1-(tert-butoxycarbonyl)pyrrolidin-2-yl)-1H-imidazol-4-yl)biphenyl-4-yl)ethynyl)-1H-imidazol-2-yl)pyrrolidine-1-carboxylate). Solvent: ClCCCl (DCE). Conditions: time 1 hour. Yields the product C(=O)(C(F)(F)F)O (TFA), N1[C@@H](CCC1)C=1NC(=CN1)C#CC1=CC=C(C=C1)C1=CC=C(C=C1)C=1N=C(NC1)[C@H]1NCCC1 (2-((S)-pyrrolidin-2-yl)-5-((4′-(2-((S)-pyrrolidin-2-yl)-1H-imidazol-4-yl)biphenyl-4-yl)ethynyl)-1H-imidazole). Yield: 195.0%. As a reaction SMILES: [C:1]([OH:7])([C:3]([F:6])([F:5])[F:4])=[O:2].C(OC([N:15]1[CH2:19][CH2:18][CH2:17][C@H:16]1[C:20]1[NH:21][CH:22]=[C:23]([C:25]2[CH:30]=[CH:29][C:28]([C:31]3[CH:36]=[CH:35][C:34]([C:37]#[C:38][C:39]4[NH:43][C:42]([C@@H:44]5[CH2:48][CH2:47][CH2:46][N:45]5C(OC(C)(C)C)=O)=[N:41][CH:40]=4)=[CH:33][CH:32]=3)=[CH:27][CH:26]=2)[N:24]=1)=O)(C)(C)C>ClCCCl>[C:1]([OH:7])([C:3]([F:6])([F:5])[F:4])=[O:2].[NH:45]1[CH2:46][CH2:47][CH2:48][C@H:44]1[C:42]1[NH:43][C:39]([C:38]#[C:37][C:34]2[CH:35]=[CH:36][C:31]([C:28]3[CH:29]=[CH:30][C:25]([C:23]4[N:24]=[C:20]([C@@H:16]5[CH2:17][CH2:18][CH2:19][NH:15]5)[NH:21][CH:22]=4)=[CH:26][CH:27]=3)=[CH:32][CH:33]=2)=[CH:40][N:41]=1. Reported procedure: TFA (0.25 mL, 3.2 mmol) was added to a stirring solution of (S)-tert-butyl 2-(5-((4′-(2-((S)-1-(tert-butoxycarbonyl)pyrrolidin-2-yl)-1H-imidazol-4-yl)biphenyl-4-yl)ethynyl)-1H-imidazol-2-yl)pyrrolidine-1-carboxylate (17.8 mg) in DCE (1 mL) and stirred at rt for 1 h. The crude reaction was concentrated to yield a TFA salt of 2-((S)-pyrrolidin-2-yl)-5-((4′-(2-((S)-pyrrolidin-2-yl)-1H-imidazol-4-yl)biphenyl-4-yl)ethynyl)-1H-imidazole (24 mg). Reactants: COC1=CC=C(C=C1)C=1N=NC(=CC1C1=CC=C(C=C1)OC)Cl (3,4-bis(4-methoxyphenyl)-6-chloropyridazine), C(#N)C1=CC=C(C=C1)O (4-cyanophenol). Product: COC1=CC=C(C=C1)C=1N=NC(=CC1C1=CC=C(C=C1)OC)OC1=CC=C(C=C1)C#N (3,4-bis(4-methoxyphenyl)-6-(4-cyanophenoxy)pyridazine), powder. Yield: 57.5%. As a reaction SMILES: [CH3:1][O:2][C:3]1[CH:8]=[CH:7][C:6]([C:9]2[N:10]=[N:11][C:12](Cl)=[CH:13][C:14]=2[C:15]2[CH:20]=[CH:19][C:18]([O:21][CH3:22])=[CH:17][CH:16]=2)=[CH:5][CH:4]=1.[C:24]([C:26]1[CH:31]=[CH:30][C:29]([OH:32])=[CH:28][CH:27]=1)#[N:25]>>[CH3:1][O:2][C:3]1[CH:8]=[CH:7][C:6]([C:9]2[N:10]=[N:11][C:12]([O:32][C:29]3[CH:30]=[CH:31][C:26]([C:24]#[N:25])=[CH:27][CH:28]=3)=[CH:13][C:14]=2[C:15]2[CH:20]=[CH:19][C:18]([O:21][CH3:22])=[CH:17][CH:16]=2)=[CH:5][CH:4]=1. Reported procedure: In a similar manner as in Example 2, 3,4-bis(4-methoxyphenyl)-6-chloropyridazine (150 mg, 0.459 mmol) and 4-cyanophenol were reacted as starting materials at 150° C. for 13 hours and post-treatment was then conducted, whereby the title compound was obtained as a pale yellow crystalline powder (108.0 mg, 57.5%). Melting point: 167.3-170.5° C. (ethyl acetate-hexane). The product is CC1=CC(=O)C(=Cc2ccc(O)cc2O)O1. RXN SMILES: [B:21]([O:22][CH:23]([CH2:24][CH3:25])[CH3:26])([O:27][CH:28]([CH2:29][CH3:30])[CH3:31])[O:32][CH:33]([CH2:34][CH3:35])[CH3:36].[CH2:37]([NH2:38])[CH2:39][CH2:40][CH3:41].[CH3:1][C:2]1=[CH:3][C:4](=[O:7])[CH2:5][O:6]1.[CH3:45][N:46]([CH3:47])[CH:48]=[O:49].[CH3:50][C:51](=[O:52])[OH:53].[CH:11](=[O:12])[c:13]1[cH:14][cH:15][c:16]([OH:17])[cH:18][c:19]1[OH:20].[Ca+2:10].[Cl-:8].[Cl-:9].[Cl:42][CH2:43][Cl:44]>>[CH3:1][C:2]1=[CH:3][C:4](=[O:7])[C:5](=[CH:11][c:13]2[cH:14][cH:15][c:16]([OH:17])[cH:18][c:19]2[OH:20])[O:6]1. The reactants are CCC(C)OB(OC(C)CC)OC(C)CC, CCCCN, CC1=CC(=O)CO1, CN(C)C=O, CC(=O)O, O=Cc1ccc(O)cc1O, [Ca+2], [Cl-], [Cl-], ClCCl.